Dataset: the Open Reaction Database (ORD), a public repository of structured organic reaction records. Task: describe an organic reaction: reactants, conditions, products, and yield Yields the product OC1=C(C(=O)O)C=C(C=C1)C(CC1=CC=C(C=C1)S(=O)(=O)NC1=NC=CC=C1C)=O (2-Hydroxy-5-[[4-[(3-methyl-2-pyridinylamino)sulfonyl]phenyl]acetyl]benzoic acid). RXN SMILES: [OH:1][C:2]1[CH:10]=[CH:9][C:8]([C:11]#[C:12][C:13]2[CH:18]=[CH:17][C:16]([S:19]([NH:22][C:23]3[C:28]([CH3:29])=[CH:27][CH:26]=[CH:25][N:24]=3)(=[O:21])=[O:20])=[CH:15][CH:14]=2)=[CH:7][C:3]=1[C:4]([OH:6])=[O:5].[OH2:30]>C(O)=O>[OH:1][C:2]1[CH:10]=[CH:9][C:8]([C:11](=[O:30])[CH2:12][C:13]2[CH:14]=[CH:15][C:16]([S:19]([NH:22][C:23]3[C:28]([CH3:29])=[CH:27][CH:26]=[CH:25][N:24]=3)(=[O:21])=[O:20])=[CH:17][CH:18]=2)=[CH:7][C:3]=1[C:4]([OH:6])=[O:5]. Reported procedure: A solution of 2-hydroxy-5-[[4-[(3-methyl-2-pyridinylamino)sulfonyl]phenyl]ethynyl]benzoic acid (4.1 g, 0.01 mol) in formic acid (100 ml) was refluxed for 30 h. Water (200 ml) was added and the product crystallized to yield 3.0 g (71%) product. Isolated yield 71.0%. The reactants are OC1=C(C(=O)O)C=C(C=C1)C#CC1=CC=C(C=C1)S(=O)(=O)NC1=NC=CC=C1C (2-hydroxy-5-[[4-[(3-methyl-2-pyridinylamino)sulfonyl]phenyl]ethynyl]benzoic acid), O (Water). Solvent: C(=O)O (formic acid).